Dataset: the Open Reaction Database (ORD), a public repository of structured organic reaction records. Task: describe an organic reaction: reactants, conditions, products, and yield Reactants: C[C@H](CCC1=CC=C(C=C1)B(O)O)CCC=C(C)C (4-[(3S)-3,7-dimethyl-6-octenyl]phenylboronic acid), IC1=CC=C(N)C=C1 (4-iodoaniline). The product is C[C@H](CCC1=CC=C(C=C1)C1=CC=C(C=C1)N)CCC=C(C)C (4-[(3S)-3,7-dimethyl-6-octenyl]-4′-aminobiphenyl). The yield is 67.4%. Reaction SMILES: [CH3:1][C@@H:2]([CH2:14][CH2:15][CH:16]=[C:17]([CH3:19])[CH3:18])[CH2:3][CH2:4][C:5]1[CH:10]=[CH:9][C:8](B(O)O)=[CH:7][CH:6]=1.I[C:21]1[CH:27]=[CH:26][C:24]([NH2:25])=[CH:23][CH:22]=1>>[CH3:1][C@@H:2]([CH2:14][CH2:15][CH:16]=[C:17]([CH3:19])[CH3:18])[CH2:3][CH2:4][C:5]1[CH:10]=[CH:9][C:8]([C:21]2[CH:27]=[CH:26][C:24]([NH2:25])=[CH:23][CH:22]=2)=[CH:7][CH:6]=1. Reported procedure: A mixture of 4-[(3S)-3,7-dimethyl-6-octenyl]phenylboronic acid (5.00 g, 19.2 mmol), 4-iodoaniline (2.79 g, 12.75 mmol), and a quaternary ammonium salt (Aliquat 336, 1.3 g) was degased three times with nitrogen before 100 mL of dry toluene was added. This step was followed by addition of tetrakis(triphenylphosphine)palladium (1.46 g) and aqueous sodium carbonate (1 M, 60 mL, deaerated for 2 hours) under nitrogen. The mixture was stirred vigorously and heated under reflux for 20 hours. The organic... The reactants are [N-]=C=O (isocyanate), CNC1=NC=NC(=C1)NC1=CC(=CC=C1)CN1CCN(CC1)C (N-methyl-N′-[3-(4-methyl-piperazin-1-ylmethyl)-phenyl]-pyrimidine-4,6-diamine), C(=O)(O)[O-].[Na+] (NaHCO3), C(=O)(Cl)Cl (Phosgene), ClC1=C(N)C(=C(C=C1OC)OC)Cl (2,6-dichloro-3,5-dimethoxyaniline). The solvent is C1(=CC=CC=C1)C (toluene), C(Cl)Cl (DCM), O1CCOCC1 (dioxane). Reaction conditions: time 1 hour. Yields the product ClC1=C(C(=C(C=C1OC)OC)Cl)NC(N(C1=NC=NC(=C1)NC1=CC(=CC=C1)CN1CCN(CC1)C)C)=O (3-(2,6-Dichloro-3,5-dimethoxy-phenyl)-1-methyl-1-{6-[3-(4-methyl-piperazin-1-ylmethyl)-phenylamino]-pyrimidin-4-yl}-urea). RXN SMILES: [C:1](Cl)(Cl)=[O:2].[Cl:5][C:6]1[C:12]([O:13][CH3:14])=[CH:11][C:10]([O:15][CH3:16])=[C:9]([Cl:17])[C:7]=1[NH2:8].[N-]=C=O.[CH3:21][NH:22][C:23]1[CH:28]=[C:27]([NH:29][C:30]2[CH:35]=[CH:34][CH:33]=[C:32]([CH2:36][N:37]3[CH2:42][CH2:41][N:40]([CH3:43])[CH2:39][CH2:38]3)[CH:31]=2)[N:26]=[CH:25][N:24]=1.C([O-])(O)=O.[Na+]>O1CCOCC1.C1(C)C=CC=CC=1.C(Cl)Cl>[Cl:5][C:6]1[C:12]([O:13][CH3:14])=[CH:11][C:10]([O:15][CH3:16])=[C:9]([Cl:17])[C:7]=1[NH:8][C:1](=[O:2])[N:22]([CH3:21])[C:23]1[CH:28]=[C:27]([NH:29][C:30]2[CH:35]=[CH:34][CH:33]=[C:32]([CH2:36][N:37]3[CH2:38][CH2:39][N:40]([CH3:43])[CH2:41][CH2:42]3)[CH:31]=2)[N:26]=[CH:25][N:24]=1 |f:4.5|. Reported procedure: Phosgene (20% in toluene, 1 mL, 2.0 mmol, 2.4 equiv) is added to a solution of 2,6-dichloro-3,5-dimethoxyaniline (221 mg, 1.0 mmol, 1.2 equiv) in dioxane (2.5 mL), under an argon atmosphere. The mixture is heated to reflux, stirred for 1 h, allowed to cool to RT, and concentrated in vacuo. The resulting isocyanate is added to a solution of N-methyl-N′-[3-(4-methyl-piperazin-1-ylmethyl)-phenyl]-pyrimidine-4,6-diamine (Step 2.1) (259 mg, 0.83 mmol) in toluene (5 mL), at reflux and under an argon a... Run in O (water). Reaction SMILES: [O:1]=[Si]=O.[OH-].[Na+:5].[O-:6][Si:7]([O-:9])=[O:8].[Na+].[Na+]>O>[Si:7]([O-:1])([O-:9])([O-:6])[O-:8].[Na+:5].[Na+:5].[Na+:5].[Na+:5] |f:1.2,3.4.5,7.8.9.10.11|. Procedure details: A process for producing amorphous sodium silicates having a water content of 0.3 to 6% by weight and an SiO2 /Na2O molar ratio of (1.9 to 2.8) : 1 from a waterglass solution containing at least 20% by weight of solids, the water-glass solution is obtained by reacting quartz sand with sodium hydroxide solution at an SiO2 /Na2O molar ratio of (2.0 to 2.8) : 1 at temperatures of 180 to 240° C. and pressures of 10 to 30 bar. This waterglass solution is treated in a spray-drying zone with hot air at ... The product is [Si]([O-])([O-])([O-])[O-].[Na+].[Na+].[Na+].[Na+] (sodium silicate). Reactants: O=[Si]=O (quartz sand), [O-][Si](=O)[O-].[Na+].[Na+] (waterglass), [OH-].[Na+] (sodium hydroxide), SiO2 Na2O. The reactants are C1(CC1)COC1=C(C=CC(=N1)C(=O)O)N1CC(C1)(F)F (6-cyclopropylmethoxy-5-(3,3-difluoro-azetidin-1-yl)-pyridine-2-carboxylic acid), CC(CC(N)C=1N=NC=CC1)C (3-methyl-1-(pyridazin-3-yl)butan-1-amine). Solvent: CCCCCCC (heptane), C(C)O (ethanol), CC(C)O (2-propanol). The product is CC(C[C@H](C=1N=NC=CC1)NC(=O)C1=NC(=C(C=C1)N1CC(C1)(F)F)OCC1CC1)C (6-Cyclopropylmethoxy-5-(3,3-difluoro-azetidin-1-yl)-pyridine-2-carboxylic acid ((R)-3-methyl-1-pyridazin-3-yl-butyl)-amide). Reaction SMILES: [CH:1]1([CH2:4][O:5][C:6]2[N:11]=[C:10]([C:12]([OH:14])=O)[CH:9]=[CH:8][C:7]=2[N:15]2[CH2:18][C:17]([F:20])([F:19])[CH2:16]2)[CH2:3][CH2:2]1.[CH3:21][CH:22]([CH3:32])[CH2:23][CH:24]([C:26]1[N:27]=[N:28][CH:29]=[CH:30][CH:31]=1)[NH2:25]>CCCCCCC.C(O)C.CC(O)C>[CH3:21][CH:22]([CH3:32])[CH2:23][C@@H:24]([NH:25][C:12]([C:10]1[CH:9]=[CH:8][C:7]([N:15]2[CH2:18][C:17]([F:20])([F:19])[CH2:16]2)=[C:6]([O:5][CH2:4][CH:1]2[CH2:2][CH2:3]2)[N:11]=1)=[O:14])[C:26]1[N:27]=[N:28][CH:29]=[CH:30][CH:31]=1. Reported procedure: The title compound was synthesized in analogy to Example 1, using 6-cyclopropylmethoxy-5-(3,3-difluoro-azetidin-1-yl)-pyridine-2-carboxylic acid (Example 69 b) and 3-methyl-1-(pyridazin-3-yl)butan-1-amine (Example 321 a) as starting materials. The product was isolated by chiral chromatography on Reprosil Chiral NR using a mixture of heptane, ethanol and 2-propanol as eluent. The (+)-enantiomer was isolated. MS (EI): m/e=432.5 [M+H]+.